This data is from the Open Reaction Database (ORD), a public repository of structured organic reaction records. The task is: describe an organic reaction: reactants, conditions, products, and yield Reactants: C(C)(C)(C)OC([C@H]1N(CCC1)C(C(CSC(C)=O)CC(=O)OC)=O)=O (N-[3-(acetylthio)-2-(methoxycarbonylmethyl)propanoyl]-L-proline t-butyl ester), C(C)(=O)O (acetic acid). Solvent: FC(C(=O)O)(F)F (trifluoroacetic acid), C1(=CC=CC=C1)OC (anisole). Conditions: time 1 hour. Product: C(C)(=O)SCC(C(=O)N1[C@H](C(=O)O)CCC1)CC(=O)OC (N-[3-(acetylthio)-2-(methoxycarbonylmethyl)propanoyl]-L-proline). As a reaction SMILES: C([O:5][C:6](=[O:25])[C@@H:7]1[CH2:11][CH2:10][CH2:9][N:8]1[C:12](=[O:24])[CH:13]([CH2:19][C:20]([O:22][CH3:23])=[O:21])[CH2:14][S:15][C:16](=[O:18])[CH3:17])(C)(C)C.C(O)(=O)C>FC(F)(F)C(O)=O.C1(OC)C=CC=CC=1>[C:16]([S:15][CH2:14][CH:13]([CH2:19][C:20]([O:22][CH3:23])=[O:21])[C:12]([N:8]1[CH2:9][CH2:10][CH2:11][C@H:7]1[C:6]([OH:25])=[O:5])=[O:24])(=[O:18])[CH3:17]. Reported procedure: 2.9 g. of the product from Example 80 is dissolved in a mixture of trifluoroacetic acid (17.5 ml.) and anisole (8.4 ml.). After one hour storage at room temperature, the excess trifluoroacetic acid is removed in vacuo and the residue is precipitated twice from ether-hexane to yield 2.1 g. of the named product. Rf : 0.4 (silica gel-benzene:acetic acid, 75.25). Reactants: O1C(CCCC1)ONC(=O)C=1C=NC(=NC1)N1CC2C(C2C1)N(CCN1CCCC1)S(=O)(=O)C1=CC2=CC=CC=C2C=C1 (N-(tetrahydro-2H-pyran-2-yloxy) 2-{6-[(naphthalene-2-sulfonyl)-(2-pyrrolidin-1-ylethyl)amino]-3-azabicyclo[3.1.0]hex-3-yl}pyrimidine-5-carboxamide), C(=O)(C(F)(F)F)O (TFA), C(Cl)Cl (DCM). Solvent: CO (MeOH). Reaction conditions: time 3 hour. Product: ONC(=O)C=1C=NC(=NC1)N1CC2C(C2C1)N(CCN1CCCC1)S(=O)(=O)C1=CC2=CC=CC=C2C=C1 (N-Hydroxy 2-{6-[(naphthalene-2-sulfonyl)-(2-pyrrolidin-1-yl-ethyl)amino]-3-azabicyclo[3.1.0]hex-3-yl}pyrimidine-5-carboxamide). The yield is 30.2%. RXN SMILES: O1CCCCC1[O:7][NH:8][C:9]([C:11]1[CH:12]=[N:13][C:14]([N:17]2[CH2:22][CH:21]3[CH:19]([CH:20]3[N:23]([S:31]([C:34]3[CH:43]=[CH:42][C:41]4[C:36](=[CH:37][CH:38]=[CH:39][CH:40]=4)[CH:35]=3)(=[O:33])=[O:32])[CH2:24][CH2:25][N:26]3[CH2:30][CH2:29][CH2:28][CH2:27]3)[CH2:18]2)=[N:15][CH:16]=1)=[O:10].C(O)(C(F)(F)F)=O.C(Cl)Cl>CO>[OH:7][NH:8][C:9]([C:11]1[CH:16]=[N:15][C:14]([N:17]2[CH2:22][CH:21]3[CH:19]([CH:20]3[N:23]([S:31]([C:34]3[CH:43]=[CH:42][C:41]4[C:36](=[CH:37][CH:38]=[CH:39][CH:40]=4)[CH:35]=3)(=[O:33])=[O:32])[CH2:24][CH2:25][N:26]3[CH2:30][CH2:29][CH2:28][CH2:27]3)[CH2:18]2)=[N:13][CH:12]=1)=[O:10]. Procedure: To N-(tetrahydro-2H-pyran-2-yloxy) 2-{6-[(naphthalene-2-sulfonyl)-(2-pyrrolidin-1-ylethyl)amino]-3-azabicyclo[3.1.0]hex-3-yl}pyrimidine-5-carboxamide (0.234 g, 0.38 mmol) was added TFA:DCM:MeOH (6 ml, 1:1:1 mixture). The mixture was stirred for 3 h at r.t. and then concentrated in vacuo. The product was purified by reverse phase HPLC to yield the title compound (60 mg, 30%). LCMS Purity >98%, m/z 523.25 [M+H]+, 1H NMR (300 MHz, d6-DMSO) δ: 1.55-1.68 (4H, m), 1.78 (1H, m), 2.25-2.34 (2H, m), 2.35... The reactants are FC1=CC=C(OCC(=O)O)C=C1 (p-fluorophenoxy acetic acid), S(O)(O)(=O)=O (sulfuric acid), C(C)O (ethanol). Product: C(C)OC(COC1=CC=C(C=C1)F)=O (ethyl-p-fluorophenoxy-acetate). As a reaction SMILES: [F:1][C:2]1[CH:12]=[CH:11][C:5]([O:6][CH2:7][C:8]([OH:10])=[O:9])=[CH:4][CH:3]=1.S(=O)(=O)(O)O.[CH2:18](O)[CH3:19]>>[CH2:18]([O:9][C:8](=[O:10])[CH2:7][O:6][C:5]1[CH:4]=[CH:3][C:2]([F:1])=[CH:12][CH:11]=1)[CH3:19]. Reported procedure: To a stirred solution of 50 g (0.29 moles) of p-fluorophenoxy acetic acid in one liter of absolute ethanol is added 10 ml of sulfuric acid. The mixture is heated to reflux for 18 hours, cooled to room temperature, and evaporated under vacuum. It is then poured onto 300 g of ice, extracted twice with 500 ml of ether, washed twice with 250 ml of a saturated solution of sodium bicarbonate, 100 ml of saturated sodium chloride solution, dried with magnesium sulfate, filtered and evaporated under vacu... The reactants are CN(C)C=O, Clc1ccc2[nH]ccc2c1, [Na+], [OH-], O, O=P(Cl)(Cl)Cl. Yields the product O=Cc1c[nH]c2ccc(Cl)cc12. Reaction SMILES: [CH3:18][N:19]([CH:20]=[O:21])[CH3:22].[Cl:6][c:7]1[cH:8][c:9]2[cH:10][cH:11][nH:12][c:13]2[cH:14][cH:15]1.[Na+:17].[OH-:16].[OH2:23].[P:1]([Cl:2])([Cl:3])([Cl:4])=[O:5]>>[Cl:6][c:7]1[cH:8][c:9]2[c:10]([CH:20]=[O:21])[cH:11][nH:12][c:13]2[cH:14][cH:15]1. The reactants are CC=1N=C(SC1C(=O)OCC)N1C(NCC1)=O (ethyl 4-methyl-2-(2-oxoimidazolidin-1-yl)thiazole-5-carboxylate), FC(C1=CC=C(O1)CO)F ((5-(difluoromethyl)furan-2-yl)methanol), N(=NC(=O)N(C)C)C(=O)N(C)C (1,1′-azobis(N,N-dimethylformamide)). Run in O1CCCC1 (tetrahydrofuran). Reaction conditions: temperature 0 celsius, time 10 minute. Product: FC(C1=CC=C(O1)CN1C(N(CC1)C=1SC(=C(N1)C)C(=O)OCC)=O)F (ethyl 2-(3-((5-(difluoromethyl)furan-2-yl)methyl)-2-oxoimidazolidin-1-yl)-4-methylthiazole-5-carboxylate). Yield: 53.0%. Reaction SMILES: [CH3:1][C:2]1[N:3]=[C:4]([N:12]2[CH2:16][CH2:15][NH:14][C:13]2=[O:17])[S:5][C:6]=1[C:7]([O:9][CH2:10][CH3:11])=[O:8].[F:18][CH:19]([F:27])[C:20]1[O:24][C:23]([CH2:25]O)=[CH:22][CH:21]=1.N(C(N(C)C)=O)=NC(N(C)C)=O>O1CCCC1>[F:18][CH:19]([F:27])[C:20]1[O:24][C:23]([CH2:25][N:14]2[CH2:15][CH2:16][N:12]([C:4]3[S:5][C:6]([C:7]([O:9][CH2:10][CH3:11])=[O:8])=[C:2]([CH3:1])[N:3]=3)[C:13]2=[O:17])=[CH:22][CH:21]=1. Reported procedure: To the solution of ethyl 4-methyl-2-(2-oxoimidazolidin-1-yl)thiazole-5-carboxylate (0.35 g, 1.37 mmol) and (5-(difluoromethyl)furan-2-yl)methanol (0.20 g, 1.37 mmol) in anhydrous tetrahydrofuran (10 mL) was added dropwise tributhylphosphine (0.51 mL, 2.06 mmol) at 0° C. The reaction mixture was stirred at 0° C. for 10 minutes and followed by the addition of 1,1′-azobis(N,N-dimethylformamide) (0.35 g, 2.06 mmol). The reaction mixture was stirred at ambient temperature for 18 hours, quenched with ... The reactants are [BH4-], C1CCOC1, CCO, COC(=O)CC1CCCC(=O)C1, [Na+]. Yields the product COC(=O)CC1CCCC(O)C1. As a reaction SMILES: [BH4-:16].[CH2:18]1[O:19][CH2:20][CH2:21][CH2:22]1.[CH3:13][CH2:14][OH:15].[CH3:1][O:2][C:3]([CH2:4][CH:5]1[CH2:6][C:7](=[O:11])[CH2:8][CH2:9][CH2:10]1)=[O:12].[Na+:17]>>[CH3:1][O:2][C:3]([CH2:4][CH:5]1[CH2:6][CH:7]([OH:11])[CH2:8][CH2:9][CH2:10]1)=[O:12]. Starting materials: [Cl-].[Cl-].[Cl-].[Cl-].[Hf+4] (hafnium tetrachloride), C(Cl)Cl (methylene chloride), Hf nitro, [N+](=O)([O-])C (nitromethane). Yields the product [Cl-].[Cl-].[Cl-].[Cl-].[Hf+4].[N+](=O)([O-])C (Hafnium Tetrachloride Nitromethane). RXN SMILES: [Cl-:1].[Cl-].[Cl-].[Cl-].[Hf+4:5].C(Cl)[Cl:7].[N+:9]([CH3:12])([O-:11])=[O:10]>>[Cl-:7].[Cl-:1].[Cl-:7].[Cl-:7].[Hf+4:5].[N+:9]([CH3:12])([O-:11])=[O:10] |f:0.1.2.3.4,7.8.9.10.11.12|. Procedure: 17.9 g (55.9 mmol) of hafnium tetrachloride were placed in a two-necked round-bottomed flask under an argon atmosphere. 450 ml of methylene chloride and 32 ml (36.1 g) of nitromethane were added (ratio Hf/nitro compound 1:10.6).